Dataset: the Open Reaction Database (ORD), a public repository of structured organic reaction records. Task: describe an organic reaction: reactants, conditions, products, and yield The product is CCCCCC=C(O)O[SiH3]. Reactants: CC(C)(C)[Si](Cl)(c1ccccc1)c1ccccc1, CCCCCC=C(O)O, CN(C)C=O, c1c[nH]cn1. RXN SMILES: [C:10]([Si:14]([c:11]1[cH:12][cH:13][cH:15][cH:16][cH:17]1)([c:18]1[cH:19][cH:20][cH:21][cH:22][cH:23]1)[Cl:24])([CH3:25])([CH3:26])[CH3:27].[C:1](=[CH:2][CH2:3][CH2:4][CH2:5][CH2:6][CH3:7])([OH:8])[OH:9].[CH3:33][N:34]([CH3:35])[CH:36]=[O:37].[nH:28]1[cH:29][cH:30][n:31][cH:32]1>>[C:1](=[CH:2][CH2:3][CH2:4][CH2:5][CH2:6][CH3:7])([O:8][SiH3:14])[OH:9]. Reactants: CSC=1C=CC2=C(N(C(C=C3N2C(N=N3)=O)=O)C3=CC=CC=C3)C1 (8-(methylthio)-6-phenyl-1H-s-triazolo [4,3-a] [1,5]benzodiazepine-1,5 -dione), I(=O)(=O)(=O)[O-].[Na+] (sodium metaperiodate). The solvent is CO (methanol). The product is CS(=O)C=1C=CC2=C(N(C(C=C3N2C(N=N3)=O)=O)C3=CC=CC=C3)C1 (8-(methylsulfinyl)-6-phenyl-1H-s-triazolo[4,3-a][1,5]benzodiazepine-1,5-dione). Reaction SMILES: [CH3:1][S:2][C:3]1[CH:4]=[CH:5][C:6]2[N:12]3[C:13](=[O:16])[N:14]=[N:15][C:11]3=[CH:10][C:9](=[O:17])[N:8]([C:18]3[CH:23]=[CH:22][CH:21]=[CH:20][CH:19]=3)[C:7]=2[CH:24]=1.I([O-])(=O)(=O)=[O:26].[Na+]>CO>[CH3:1][S:2]([C:3]1[CH:4]=[CH:5][C:6]2[N:12]3[C:13](=[O:16])[N:14]=[N:15][C:11]3=[CH:10][C:9](=[O:17])[N:8]([C:18]3[CH:19]=[CH:20][CH:21]=[CH:22][CH:23]=3)[C:7]=2[CH:24]=1)=[O:26] |f:1.2|. Procedure: 3.22 g of 8-(methylthio)-6-phenyl-1H-s-triazolo [4,3-a] [1,5]benzodiazepine-1,5 -dione and 2.14 g of sodium metaperiodate in 500 ml methanol is stirred at +5° C. for 24 hours. The reaction is evaporated; the residue dissolved in methylene chloride, washed with water, dried and concentrated. The concentrate is chromotographed on twenty silica gel (1000μ plates, 20× 20 cm) using acetone-methanol (9:1) as eluting solvent. the band containing the product is removed, stirred with acetone-methanol (4:... Reactants: CCO, Cc1ccc(C(=O)N=C=S)cc1, Cc1ccccc1, COc1cc2nccc(Oc3ccc(N)cc3Cl)c2cc1OC. Product: COc1cc2nccc(Oc3ccc(NC(=S)NC(=O)c4ccc(C)cc4)cc3Cl)c2cc1OC. Reaction SMILES: [CH3:24][CH2:25][OH:26].[CH3:27][c:28]1[cH:29][cH:30][c:31]([C:34](=[O:35])[N:36]=[C:37]=[S:38])[cH:32][cH:33]1.[CH3:39][c:40]1[cH:41][cH:42][cH:43][cH:44][cH:45]1.[Cl:1][c:2]1[cH:3][c:4]([NH2:5])[cH:6][cH:7][c:8]1[O:9][c:10]1[cH:11][cH:12][n:13][c:14]2[cH:15][c:16]([O:22][CH3:23])[c:17]([O:20][CH3:21])[cH:18][c:19]12>>[Cl:1][c:2]1[cH:3][c:4]([NH:5][C:37]([NH:36][C:34]([c:31]2[cH:30][cH:29][c:28]([CH3:27])[cH:33][cH:32]2)=[O:35])=[S:38])[cH:6][cH:7][c:8]1[O:9][c:10]1[cH:11][cH:12][n:13][c:14]2[cH:15][c:16]([O:22][CH3:23])[c:17]([O:20][CH3:21])[cH:18][c:19]12. The product is C(CCCCCCCCCCCCCCC)N(C1=CC=C(S1)C(=O)O)C(CC)=O (N-Hexadecyl-N-propionyl-5-amino-thien-2-yl-carboxylic acid). Solvent: O (water). Reaction SMILES: [CH:1]([C:3]1[S:7][C:6]([N:8]([CH2:13][CH2:14][CH2:15][CH2:16][CH2:17][CH2:18][CH2:19][CH2:20][CH2:21][CH2:22][CH2:23][CH2:24][CH2:25][CH2:26][CH2:27][CH3:28])[C:9](=[O:12])[CH2:10][CH3:11])=[CH:5][CH:4]=1)=[O:2].N1C=CC=CC=1.[O-:35][Mn](=O)(=O)=O.[K+]>O>[CH2:13]([N:8]([C:9](=[O:12])[CH2:10][CH3:11])[C:6]1[S:7][C:3]([C:1]([OH:35])=[O:2])=[CH:4][CH:5]=1)[CH2:14][CH2:15][CH2:16][CH2:17][CH2:18][CH2:19][CH2:20][CH2:21][CH2:22][CH2:23][CH2:24][CH2:25][CH2:26][CH2:27][CH3:28] |f:2.3|. Reactants: C(=O)C1=CC=C(S1)N(C(CC)=O)CCCCCCCCCCCCCCCC (N-(5-formyl-thien-2-yl)-N-hexadecyl-propionic acid amide), N1=CC=CC=C1 (pyridine), [O-][Mn](=O)(=O)=O.[K+] (KMnO4), N1=CC=CC=C1 (pyridine), [O-][Mn](=O)(=O)=O.[K+] (KMnO4). Reported procedure: 57.8 g of N-(5-formyl-thien-2-yl)-N-hexadecyl-propionic acid amide are dissolved in 300 cc. of pyridine. A solution of 14.6 g of KMnO4 in 198 cc. of pyridine and 85 cc. of water is added with stirring and cooling such that the temperature of the reaction does not rise above -3° C. Stirring is continued until all of KMnO4 has been reacted. Thereafter, the solvent is distilled off, the residue is triturated with dillued acid and the mixture is extracted with chloroform. The chloroform layer is sep...